The task is: describe an organic reaction: reactants, conditions, products, and yield. This data is from the Open Reaction Database (ORD), a public repository of structured organic reaction records. The reactants are Cl.C(C)(C)(C)OC(=O)C1=C(SC=2CN[C@H](C(C21)N=C=O)CN2C(C1=CC=CC=C1C2=O)=O)OCC2=CC=CC=C2 (2-benzyloxy-carbonylamino-5-(S)-(1,3-dioxo-1,3-dihydro-isoindol-2-ylmethyl)-4,5,6,7-tetrahydro-thieno[2,3-c]pyridine-3-carboxylic acid tert-butyl ester hydrochloride), NN (hydrazine). Run in C(C)O (ethanol). Conditions: temperature 80 celsius, time 16 hour. The product is C(C)(C)(C)OC(=O)C1=C(SC=2CN[C@H](C(C21)N=C=O)CN)OCC2=CC=CC=C2 (5-(S)-aminomethyl-2-benzyloxy-carbonylamino-4,5,6,7-tetrahydro-thieno[2,3-c]pyridine-3-carboxylic acid tert-butyl ester). Yield: 66.9%. RXN SMILES: Cl.[C:2]([O:6][C:7]([C:9]1[C:17]2[CH:16]([N:18]=[C:19]=[O:20])[C@H:15]([CH2:21][N:22]3C(=O)C4C(=CC=CC=4)C3=O)[NH:14][CH2:13][C:12]=2[S:11][C:10]=1[O:33][CH2:34][C:35]1[CH:40]=[CH:39][CH:38]=[CH:37][CH:36]=1)=[O:8])([CH3:5])([CH3:4])[CH3:3].NN>C(O)C>[C:2]([O:6][C:7]([C:9]1[C:17]2[CH:16]([N:18]=[C:19]=[O:20])[C@H:15]([CH2:21][NH2:22])[NH:14][CH2:13][C:12]=2[S:11][C:10]=1[O:33][CH2:34][C:35]1[CH:36]=[CH:37][CH:38]=[CH:39][CH:40]=1)=[O:8])([CH3:5])([CH3:3])[CH3:4] |f:0.1|. Procedure: To a solution of the above 2-benzyloxy-carbonylamino-5-(S)-(1,3-dioxo-1,3-dihydro-isoindol-2-ylmethyl)-4,5,6,7-tetrahydro-thieno[2,3-c]pyridine-3-carboxylic acid tert-butyl ester hydrochloride (42 mg, 0.072 mmol) in ethanol (0.5 ml) was added hydrazine (68 μl, 0.22 mmol). The solution was stirred at 80° C. for 5 hours and at room temperature for 16 hours. The mixture was filtered and the filtrate evaporated in vacuo. The residue was extracted with dichloromethane (5×1 ml). The combined dichlorom...